Dataset: the Open Reaction Database (ORD), a public repository of structured organic reaction records. Task: describe an organic reaction: reactants, conditions, products, and yield Reactants: ClC1=C(C=CC(=C1)Cl)\C=C(/C)\C1=CC=C(C=C1)Cl (E-1-(2,4-dichlorophenyl)-2-(4-chlorophenyl)-prop-1-ene), BrN1C(CCC1=O)=O (N-bromosuccinimide). Solvent: C(Cl)(Cl)(Cl)Cl (carbon tetrachloride). Yields the product ClC1=C(C=CC(=C1)Cl)\C=C(/CBr)\C1=CC=C(C=C1)Cl (Z-1-(2,4-dichlorophenyl)-2-(4-chlorophenyl)-3-bromoprop-1-ene). Yield: 69.5%. As a reaction SMILES: [Cl:1][C:2]1[CH:7]=[C:6]([Cl:8])[CH:5]=[CH:4][C:3]=1/[CH:9]=[C:10](/[C:12]1[CH:17]=[CH:16][C:15]([Cl:18])=[CH:14][CH:13]=1)\[CH3:11].[Br:19]N1C(=O)CCC1=O>C(Cl)(Cl)(Cl)Cl>[Cl:1][C:2]1[CH:7]=[C:6]([Cl:8])[CH:5]=[CH:4][C:3]=1/[CH:9]=[C:10](/[C:12]1[CH:13]=[CH:14][C:15]([Cl:18])=[CH:16][CH:17]=1)\[CH2:11][Br:19]. Reported procedure: 104 g of E-1-(2,4-dichlorophenyl)-2-(4-chlorophenyl)-prop-1-ene were refluxed with 62.3 g of N-bromosuccinimide and 5 g of 2,2'-azoisobutyrodinitrile in 1 liter of carbon tetrachloride, the precipitated succinimide was filtered off and the filtrate was evaporated down under reduced pressure. Treatment of the residue with methanol gives 91.5 g (69.4%) of Z-1-(2,4-dichlorophenyl)-2-(4-chlorophenyl)-3-bromoprop-1-ene of melting point 128° C. Starting materials: CO (MeOH), C1(=CC=CC=C1)S(=O)(=O)C1=C[C@@H]([C@H]([C@H](C=C1)C)O)C ((1S, 2S, 7S)-4-Benzenesulfonyl-2,7-dimethylcyclohepta-3,5-dienol), N1=C(C=CC=C1C)C (2,6-lutidine), [Si](C)(C)(C(C)(C)C)OS(=O)(=O)C(F)(F)F (TBSOTf). The solvent is C(Cl)Cl (CH2Cl2). Conditions: temperature 0 celsius. The product is C1(=CC=CC=C1)S(=O)(=O)C1=C[C@@H]([C@H]([C@H](C=C1)C)O[Si](C)(C)C(C)(C)C)C ((1S, 2S, 7S)-(4-Benzenesulfonyl-2,7-dimethylcyclohepta-3,5-dienyloxy)-tert-butyldimethylsilane). Isolated yield 97.8%. Reaction SMILES: [C:1]1([S:7]([C:10]2[CH:16]=[CH:15][C@H:14]([CH3:17])[C@H:13]([OH:18])[C@@H:12]([CH3:19])[CH:11]=2)(=[O:9])=[O:8])[CH:6]=[CH:5][CH:4]=[CH:3][CH:2]=1.N1C(C)=CC=CC=1C.[Si:28](OS(C(F)(F)F)(=O)=O)([C:31]([CH3:34])([CH3:33])[CH3:32])([CH3:30])[CH3:29].CO>C(Cl)Cl>[C:1]1([S:7]([C:10]2[CH:16]=[CH:15][C@H:14]([CH3:17])[C@H:13]([O:18][Si:28]([C:31]([CH3:34])([CH3:33])[CH3:32])([CH3:30])[CH3:29])[C@@H:12]([CH3:19])[CH:11]=2)(=[O:8])=[O:9])[CH:2]=[CH:3][CH:4]=[CH:5][CH:6]=1. Reported procedure: A solution of alcohol 32 (550 mg, 1.98 mmol) and 2,6-lutidine (0.34 mL, 2.97 mmol) in CH2Cl2 (20 mL) was cooled to −78° C., and 0.55 mL (2.39 mmol) of TBSOTf was added. The cold solution was stirred and allowed to warm to 0° C. over a 1 h. MeOH (40 μL, 1 mmol) was then added and the resulting mixture was concentrated via rotary evaporation. The crude residue was purified with flash column chromatography (EtOAc/hexanes; 1:5) to afford 760 mg (98%) of 33 as colorless oil. [α]20D=+126.7 (c=0.80, CH... Reactants: BrBr (bromine), aqueous solution, C(CCC)(=O)NC1=NC=CC=C1 (2-butanamido pyridine), P(=O)(O)([O-])[O-].[Na+].[Na+] (disodium hydrogenphosphate). Run in O (water), C(C)(=O)O (acetic acid). Conditions: time 5 hour. Product: C(CCC)(=O)NC1=NC=C(C=C1)Br (2-butanamido-5-bromopyridine). The yield is 89.9%. As a reaction SMILES: [C:1]([NH:6][C:7]1[CH:12]=[CH:11][CH:10]=[CH:9][N:8]=1)(=[O:5])[CH2:2][CH2:3][CH3:4].P([O-])([O-])(O)=O.[Na+].[Na+].[Br:20]Br>O.C(O)(=O)C>[C:1]([NH:6][C:7]1[CH:12]=[CH:11][C:10]([Br:20])=[CH:9][N:8]=1)(=[O:5])[CH2:2][CH2:3][CH3:4] |f:1.2.3|. Procedure details: To 53.6 g of an aqueous solution containing 0.2 mol of 2-butanamido pyridine (If), a solution containing 71 g (0.5 mol) of disodium hydrogenphosphate dissolved in 490 g of water was added. To this mixture, a solution containing 54.2 g (0.34 mol) of bromine dissolved in 54 g of acetic acid was added with stirring at 10°-17° C. for 5 hours. After having been stirred at room temperature for one hour and then at 60° C. for one hour, the mixture was cooled. The crystal precipitated thereby was filter... Procedure details: A mixture of 1-(4-(dibenzylamino)cyclohexyl)-2-(5-tosyl-5H-pyrrolo[2,3-b]pyrazin-2-ylamino)ethanone (5.8 g, 9.54 mmol) and PFPAA (23.7 g, 76 mmol) in MeCN (70 mL) was heated at about 50° C. for about 17 h. PFPAA (4.73 g, 15.2 mmol) was added and the reaction mixture was heated at about 60° C. for about 7 h and at ambient temperature for about 72 h. The solvent was removed under reduced pressure to yield N,N-dibenzyl-4-(3-tosyl-3H-imidazo[1,2-a]pyrrolo[2,3-e]pyrazin-8-yl)cyclohexanamine (11.3 g c... Isolated yield 200.8%. Solvent: CC#N (MeCN). Run at temperature 50 celsius. Yields the product C(C1=CC=CC=C1)N(C1CCC(CC1)C1=CN=C2N1C1=C(N=C2)N(C=C1)S(=O)(=O)C1=CC=C(C)C=C1)CC1=CC=CC=C1 (N,N-dibenzyl-4-(3-tosyl-3H-imidazo[1,2-a]pyrrolo[2,3-e]pyrazin-8-yl)cyclohexanamine). Starting materials: C(C1=CC=CC=C1)N(C1CCC(CC1)C(CNC=1N=C2C(=NC1)N(C=C2)S(=O)(=O)C2=CC=C(C)C=C2)=O)CC2=CC=CC=C2 (1-(4-(dibenzylamino)cyclohexyl)-2-(5-tosyl-5H-pyrrolo[2,3-b]pyrazin-2-ylamino)ethanone). RXN SMILES: [CH2:1]([N:8]([CH2:38][C:39]1[CH:44]=[CH:43][CH:42]=[CH:41][CH:40]=1)[CH:9]1[CH2:14][CH2:13][CH:12]([C:15](=O)[CH2:16][NH:17][C:18]2[N:19]=[C:20]3[CH:26]=[CH:25][N:24]([S:27]([C:30]4[CH:36]=[CH:35][C:33]([CH3:34])=[CH:32][CH:31]=4)(=[O:29])=[O:28])[C:21]3=[N:22][CH:23]=2)[CH2:11][CH2:10]1)[C:2]1[CH:7]=[CH:6][CH:5]=[CH:4][CH:3]=1>CC#N>[CH2:1]([N:8]([CH2:38][C:39]1[CH:44]=[CH:43][CH:42]=[CH:41][CH:40]=1)[CH:9]1[CH2:14][CH2:13][CH:12]([C:15]2[N:19]3[C:20]4[CH:26]=[CH:25][N:24]([S:27]([C:30]5[CH:36]=[CH:35][C:33]([CH3:34])=[CH:32][CH:31]=5)(=[O:29])=[O:28])[C:21]=4[N:22]=[CH:23][C:18]3=[N:17][CH:16]=2)[CH2:11][CH2:10]1)[C:2]1[CH:7]=[CH:6][CH:5]=[CH:4][CH:3]=1.